Dataset: the Open Reaction Database (ORD), a public repository of structured organic reaction records. Task: describe an organic reaction: reactants, conditions, products, and yield Starting materials: O1CCN(CC1)C=1C2=C(N=C(N1)[Sn](CCCC)(CCCC)CCCC)C=CC(=N2)CN2CCC(CC2)C(C)(C)O (2-(1-((4-morpholino-2-(tributylstannyl)pyrido[3,2-d]pyrimidin-6-yl)methyl)piperidin-4-yl)propan-2-ol), IC1=NNC2=CC=CC=C12 (3-iodo-1H-indazole). The reagents and catalysts are S1C(=CC=C1)C(=O)[O-].[Cu+] (Copper(I) thiophene-2-carboxylate), C=1C=CC(=CC1)[P](C=2C=CC=CC2)(C=3C=CC=CC3)[Pd]([P](C=4C=CC=CC4)(C=5C=CC=CC5)C=6C=CC=CC6)([P](C=7C=CC=CC7)(C=8C=CC=CC8)C=9C=CC=CC9)[P](C=1C=CC=CC1)(C=1C=CC=CC1)C=1C=CC=CC1 (Tetrakis(triphenylphosphine)palladium(0)). Solvent: O1CCOCC1 (1,4-dioxane). Yields the product N1N=C(C2=CC=CC=C12)C=1N=C(C2=C(N1)C=CC(=N2)CN2CCC(CC2)C(C)(C)O)N2CCOCC2 (2-(1-((2-(1H-indazol-3-yl)-4-morpholinopyrido[3,2-d]pyrimidin-6-yl)methyl)piperidin-4-yl)propan-2-ol). RXN SMILES: [O:1]1[CH2:6][CH2:5][N:4]([C:7]2[C:8]3[N:29]=[C:28]([CH2:30][N:31]4[CH2:36][CH2:35][CH:34]([C:37]([OH:40])([CH3:39])[CH3:38])[CH2:33][CH2:32]4)[CH:27]=[CH:26][C:9]=3[N:10]=[C:11]([Sn](CCCC)(CCCC)CCCC)[N:12]=2)[CH2:3][CH2:2]1.I[C:42]1[C:50]2[C:45](=[CH:46][CH:47]=[CH:48][CH:49]=2)[NH:44][N:43]=1>O1CCOCC1.S1C=CC=C1C([O-])=O.[Cu+].C1C=CC([P]([Pd]([P](C2C=CC=CC=2)(C2C=CC=CC=2)C2C=CC=CC=2)([P](C2C=CC=CC=2)(C2C=CC=CC=2)C2C=CC=CC=2)[P](C2C=CC=CC=2)(C2C=CC=CC=2)C2C=CC=CC=2)(C2C=CC=CC=2)C2C=CC=CC=2)=CC=1>[NH:44]1[C:45]2[C:50](=[CH:49][CH:48]=[CH:47][CH:46]=2)[C:42]([C:11]2[N:12]=[C:7]([N:4]3[CH2:5][CH2:6][O:1][CH2:2][CH2:3]3)[C:8]3[N:29]=[C:28]([CH2:30][N:31]4[CH2:32][CH2:33][CH:34]([C:37]([OH:40])([CH3:38])[CH3:39])[CH2:35][CH2:36]4)[CH:27]=[CH:26][C:9]=3[N:10]=2)=[N:43]1 |f:3.4,^1:69,71,90,109|. Reported procedure: To a degassed solution of 2-(1-((4-morpholino-2-(tributylstannyl)pyrido[3,2-d]pyrimidin-6-yl)methyl)piperidin-4-yl)propan-2-ol from Example 136 (0.15 g) and 3-iodo-1H-indazole (1.4 eq) in 1,4-dioxane (1.4 mL) was added Copper(I) thiophene-2-carboxylate (1 eq) and Tetrakis(triphenylphosphine)palladium(0) (0.125 eq). The reaction was microwaved at 140° C. for 30 minutes and then loaded onto biotage isolute scx-2 cartridge and eluted with 2M ammonia in Methanol. The crude material was purified by r... Reactants: NC1=C(C(=O)OCC)C=CC(=C1)NC(C)=O (ethyl 2-amino-4-(acetylamino)benzoate), O.C1(=CC=C(C=C1)S(=O)(=O)O)C (p-toluenesulfonic acid, monohydrate), ClC1=CC=C(N=N1)C(=O)OC (methyl 6-chloro-3-pyridazinecarboxylate). Run in C1(=CC=CC=C1)C (toluene). The product is C(C)(=O)NC=1C=CC=2C(N3C(=NC2C1)C=CC(=N3)C(=O)OC)=O (methyl 7-acetylamino-10-oxo-10H-pyridazino[6,1-b]-quinazoline-2-carboxylate). As a reaction SMILES: [NH2:1][C:2]1[CH:12]=[C:11]([NH:13][C:14](=[O:16])[CH3:15])[CH:10]=[CH:9][C:3]=1[C:4]([O:6]CC)=O.O.C1(C)C=CC(S(O)(=O)=O)=CC=1.Cl[C:30]1[N:35]=[N:34][C:33]([C:36]([O:38][CH3:39])=[O:37])=[CH:32][CH:31]=1>C1(C)C=CC=CC=1>[C:14]([NH:13][C:11]1[CH:10]=[CH:9][C:3]2[C:4](=[O:6])[N:35]3[N:34]=[C:33]([C:36]([O:38][CH3:39])=[O:37])[CH:32]=[CH:31][C:30]3=[N:1][C:2]=2[CH:12]=1)(=[O:16])[CH3:15] |f:1.2|. Reported procedure: A solution of ethyl 2-amino-4-(acetylamino)benzoate (4.03 g, 18.13 mmol, Example 4, Step A), p-toluenesulfonic acid, monohydrate (0.5 g, 2.63 mmol) and methyl 6-chloro-3-pyridazinecarboxylate [3.13 g, 18.14 mmol, prepared according to the procedure of Barlin, G. B. and Yap, C. Y. (Aust. J. Chem. 1977, 30, 2319-2322)] in 500 mL of toluene was refluxed under Dean-Stark conditions for 12 h. The mixture was concentrated, dissolved into chloroform, washed with saturated sodium bicarbonate solution, d... Starting materials: S(=O)(=O)(C1=CC=C(C)C=C1)OCC1OC=CCC1 (2-tosyloxymethyl-3,4-dihydro-2H-pyran), ClC1=C(CO)C=CC(=C1)Cl (2,4-dichlorobenzyl alcohol). Reagents/catalysts: O=P(Cl)(Cl)Cl (phosphorus oxytrichloride), C(C)N(CC)CC (triethylamine). Solvent: C(C)OCC (diethyl ether). Run at time 4 day. Yields the product ClC1=C(CO[C@H]2CCC[C@@H](O2)COS(=O)(=O)C2=CC=C(C)C=C2)C=CC(=C1)Cl (trans-6-(2,4-dichlorobenzyloxy)-2-tosyloxymethyltetrahydropyran). The yield is 81.8%. RXN SMILES: [S:1]([O:11][CH2:12][CH:13]1[CH2:18][CH2:17][CH:16]=[CH:15][O:14]1)([C:4]1[CH:10]=[CH:9][C:7]([CH3:8])=[CH:6][CH:5]=1)(=[O:3])=[O:2].[Cl:19][C:20]1[CH:27]=[C:26]([Cl:28])[CH:25]=[CH:24][C:21]=1[CH2:22][OH:23]>C(OCC)C.O=P(Cl)(Cl)Cl.C(N(CC)CC)C>[Cl:19][C:20]1[CH:27]=[C:26]([Cl:28])[CH:25]=[CH:24][C:21]=1[CH2:22][O:23][C@@H:15]1[O:14][C@@H:13]([CH2:12][O:11][S:1]([C:4]2[CH:5]=[CH:6][C:7]([CH3:8])=[CH:9][CH:10]=2)(=[O:3])=[O:2])[CH2:18][CH2:17][CH2:16]1. Reported procedure: To a solution of 1.34 g of 2-tosyloxymethyl-3,4-dihydro-2H-pyran in 25 ml of diethyl ether were added 1.06 g of 2,4-dichlorobenzyl alcohol, followed by a catalytic amount (2-3 drops) of phosphorus oxytrichloride. The mixture was then stirred at room temperature for 4 days, after which 3 drops of triethylamine were added to the mixture, which was then concentrated by evaporation under reduced pressure. The residue was purified by column chromatography through silica gel as in Example 1(a), to giv... The reactants are C(C)OC(=O)C1C(CN(CC1)C(=O)OC(C)(C)C)NS(=O)(=O)C1=CC=C(C=C1)OCC1=CC(=NC2=CC=CC=C12)C (3-[4-(2-methyl-quinolin-4-ylmethoxy)-benzenesulfonylamino]-piperidine-1,4-dicarboxylic acid 1-tert-butyl ester 4-ethyl ester), [OH-].[Li+] (lithium hydroxide). The solvent is C1CCOC1.CO.O (THF methanol water). Product: C(C)(C)(C)OC(=O)N1CC(C(CC1)C(=O)O)NS(=O)(=O)C1=CC=C(C=C1)OCC1=CC(=NC2=CC=CC=C12)C (3-[4-(2-methyl-quinolin-4-ylmethoxy)-benzenesulfonylamino]-piperidine-1,4-dicarboxylic acid 1-tert-butyl ester), crude solid. Yield: 96.0%. RXN SMILES: C([O:3][C:4]([CH:6]1[CH2:11][CH2:10][N:9]([C:12]([O:14][C:15]([CH3:18])([CH3:17])[CH3:16])=[O:13])[CH2:8][CH:7]1[NH:19][S:20]([C:23]1[CH:28]=[CH:27][C:26]([O:29][CH2:30][C:31]2[C:40]3[C:35](=[CH:36][CH:37]=[CH:38][CH:39]=3)[N:34]=[C:33]([CH3:41])[CH:32]=2)=[CH:25][CH:24]=1)(=[O:22])=[O:21])=[O:5])C.[OH-].[Li+]>C1COCC1.CO.O>[C:15]([O:14][C:12]([N:9]1[CH2:10][CH2:11][CH:6]([C:4]([OH:5])=[O:3])[CH:7]([NH:19][S:20]([C:23]2[CH:28]=[CH:27][C:26]([O:29][CH2:30][C:31]3[C:40]4[C:35](=[CH:36][CH:37]=[CH:38][CH:39]=4)[N:34]=[C:33]([CH3:41])[CH:32]=3)=[CH:25][CH:24]=2)(=[O:21])=[O:22])[CH2:8]1)=[O:13])([CH3:18])([CH3:17])[CH3:16] |f:1.2,3.4.5|. Reported procedure: A solution of 3-[4-(2-methyl-quinolin-4-ylmethoxy)-benzenesulfonylamino]-piperidine-1,4-dicarboxylic acid 1-tert-butyl ester 4-ethyl ester (0.6 g, 1.03 mmol) and lithium hydroxide (0.148 g, 6.18 mmol) in THF:methanol:water (3:2:2 mL) was stirred at 25° C. for 19 h. The solution was then concentrated in vacuo to provide 3-[4-(2-methyl-quinolin-4-ylmethoxy)-benzenesulfonylamino]-piperidine-1,4-dicarboxylic acid 1-tert-butyl ester as a crude solid (0.55 g, 96%). MS: 556 (M+H)+. The reactants are C(C)(C)(C)OC(=O)N1CCC(CC1)O (1-t-butoxycarbonyl-4-hydroxypiperidine), CC=1C=C(C=CC1[N+](=O)[O-])O (3-methyl-4-nitrophenol), C1(=CC=CC=C1)P(C1=CC=CC=C1)C1=CC=CC=C1 (triphenylphosphine), N(=NC(=O)OCC)C(=O)OCC (diethyl azodicarboxylate). Solvent: ClCCl (dichloromethane). Conditions: time 6 hour. Product: C(C)(C)(C)OC(=O)N1CCC(CC1)OC1=CC(=C(C=C1)[N+](=O)[O-])C (4-(1-t-Butoxycarbonylpiperidin-4-yloxy)-2-methylnitrobenzene). Yield: 59.9%. Reaction SMILES: [C:1]([O:5][C:6]([N:8]1[CH2:13][CH2:12][CH:11]([OH:14])[CH2:10][CH2:9]1)=[O:7])([CH3:4])([CH3:3])[CH3:2].[CH3:15][C:16]1[CH:17]=[C:18](O)[CH:19]=[CH:20][C:21]=1[N+:22]([O-:24])=[O:23].C1(P(C2C=CC=CC=2)C2C=CC=CC=2)C=CC=CC=1.N(C(OCC)=O)=NC(OCC)=O>ClCCl>[C:1]([O:5][C:6]([N:8]1[CH2:13][CH2:12][CH:11]([O:14][C:18]2[CH:19]=[CH:20][C:21]([N+:22]([O-:24])=[O:23])=[C:16]([CH3:15])[CH:17]=2)[CH2:10][CH2:9]1)=[O:7])([CH3:4])([CH3:2])[CH3:3]. Reported procedure: To a solution of 1-t-butoxycarbonyl-4-hydroxypiperidine (6.04 g), 3-methyl-4-nitrophenol (4.59 g) and triphenylphosphine (10.20 g) in dichloromethane (100 ml) was added dropwise diethyl azodicarboxylate (6.1 ml) in an ice bath and the mixture was stirred at room temperature for 6 hours. The reaction mixture was concentrated in vacuo. The residue was purified by chromatography on a silica gel column using hexane/ethyl acetate=3/1 as an eluant to give the desired compound (6.04 g, yield 60%) as a ... The reactants are [Al+3], CCOC(C)OC(C)(C)C(F)CCC(COS(=O)(=O)c1ccc(C)cc1)C1CCC2C3CC=C4CC(OC5CCCCO5)CC(OC5CCCCO5)C4(C)C3CCC12C, [H-], [H-], [H-], [H-], [Li+], C1CCOC1. Product: CCOC(C)OC(C)(C)C(F)CCC(C)C1CCC2C3CC=C4CC(OC5CCCCO5)CC(OC5CCCCO5)C4(C)C3CCC12C. RXN SMILES: [Al+3:2].[CH3:7][c:8]1[cH:9][cH:10][c:11]([S:12]([O:13][CH2:18][CH:19]([CH2:20][CH2:21][CH:22]([C:23]([CH3:24])([CH3:25])[O:26][CH:27]([CH3:28])[O:29][CH2:30][CH3:31])[F:32])[CH:33]2[CH2:34][CH2:35][CH:36]3[CH:37]4[CH2:38][CH:39]=[C:40]5[CH2:41][CH:42]([O:59][CH:60]6[O:61][CH2:62][CH2:63][CH2:64][CH2:65]6)[CH2:43][CH:44]([O:52][CH:53]6[O:54][CH2:55][CH2:56][CH2:57][CH2:58]6)[C:45]5([CH3:46])[CH:47]4[CH2:48][CH2:49][C:50]23[CH3:51])(=[O:14])=[O:15])[cH:16][cH:17]1.[H-:1].[H-:4].[H-:5].[H-:6].[Li+:3].[O:66]1[CH2:67][CH2:68][CH2:69][CH2:70]1>>[CH3:18][CH:19]([CH2:20][CH2:21][CH:22]([C:23]([CH3:24])([CH3:25])[O:26][CH:27]([CH3:28])[O:29][CH2:30][CH3:31])[F:32])[CH:33]1[CH2:34][CH2:35][CH:36]2[CH:37]3[CH2:38][CH:39]=[C:40]4[CH2:41][CH:42]([O:59][CH:60]5[O:61][CH2:62][CH2:63][CH2:64][CH2:65]5)[CH2:43][CH:44]([O:52][CH:53]5[O:54][CH2:55][CH2:56][CH2:57][CH2:58]5)[C:45]4([CH3:46])[CH:47]3[CH2:48][CH2:49][C:50]12[CH3:51]. The reactants are CCO, O=Cc1c(Cl)[nH]c2ccccc12, [Na+], [OH-], O=S(=O)(Cl)c1ccccc1. Yields the product O=Cc1c(Cl)n(S(=O)(=O)c2ccccc2)c2ccccc12. RXN SMILES: [CH3:25][CH2:26][OH:27].[Cl:3][c:4]1[nH:5][c:6]2[cH:7][cH:8][cH:9][cH:10][c:11]2[c:12]1[CH:13]=[O:14].[Na+:2].[OH-:1].[c:15]1([S:21](=[O:22])(=[O:23])[Cl:24])[cH:16][cH:17][cH:18][cH:19][cH:20]1>>[Cl:3][c:4]1[n:5]([S:21]([c:15]2[cH:16][cH:17][cH:18][cH:19][cH:20]2)(=[O:22])=[O:23])[c:6]2[cH:7][cH:8][cH:9][cH:10][c:11]2[c:12]1[CH:13]=[O:14].